This data is from the Open Reaction Database (ORD), a public repository of structured organic reaction records. The task is: describe an organic reaction: reactants, conditions, products, and yield Reactants: COC(CCCC=1OC=C(N1)C1=C(C=CC=C1)N)=O (4-[4-(2-amino-phenyl)-oxazol-2-yl]-butyric acid methyl ester), C1CCOC1 (THF), [OH-].[Na+] (NaOH). Run in CCO (EtOH). Product: NC1=C(C=CC=C1)C=1N=C(OC1)CCCC(=O)O (4-[4-(2-amino-phenyl)-oxazol-2-yl]-butyric acid). Reaction SMILES: C[O:2][C:3](=[O:19])[CH2:4][CH2:5][CH2:6][C:7]1[O:8][CH:9]=[C:10]([C:12]2[CH:17]=[CH:16][CH:15]=[CH:14][C:13]=2[NH2:18])[N:11]=1.C1COCC1.[OH-].[Na+]>CCO>[NH2:18][C:13]1[CH:14]=[CH:15][CH:16]=[CH:17][C:12]=1[C:10]1[N:11]=[C:7]([CH2:6][CH2:5][CH2:4][C:3]([OH:19])=[O:2])[O:8][CH:9]=1 |f:2.3|. Reported procedure: Combine 4-[4-(2-amino-phenyl)-oxazol-2-yl]-butyric acid methyl ester (2.36 g, 9.1 mmol) with THF (3 mL), EtOH (3 mL) and 2N NaOH (20 mL) and stir until hydrolysis is complete. Concentrate the mixture, dilute the residue with water and adjust the pH to 3.5-4.0 with aq HCl. Extract the mixture with EtOAc and dry the extracts over Na2SO4 before concentrating. Chromatograph the residue over silica gel (MeOH/CH2Cl2) to allow for recovery of 4-[4-(2-amino-phenyl)-oxazol-2-yl]-butyric acid (1.63 g, 73%... Starting materials: S1C=C(C=C1)C1CN(CCN1)C(=O)OCC (3-(3-thienyl)-1-piperazine carboxylic acid, ethyl ester), [H-].[Al+3].[Li+].[H-].[H-].[H-] (lithium aluminum hydride). The solvent is CCOCC (ether), CCOCC (ether). Product: CN1CC(NCC1)C1=CSC=C1 (4-methyl-2-(3-thienyl)piperazine). The yield is 93.4%. Reaction SMILES: [S:1]1[CH:5]=[CH:4][C:3]([CH:6]2[NH:11][CH2:10][CH2:9][N:8]([C:12](OCC)=O)[CH2:7]2)=[CH:2]1.[H-].[Al+3].[Li+].[H-].[H-].[H-]>CCOCC>[CH3:12][N:8]1[CH2:9][CH2:10][NH:11][CH:6]([C:3]2[CH:4]=[CH:5][S:1][CH:2]=2)[CH2:7]1 |f:1.2.3.4.5.6|. Reported procedure: A solution of 1.20 g of 3-(3-thienyl)-1-piperazine carboxylic acid, ethyl ester in 100 ml of ether was added to a suspension of 380 mg of lithium aluminum hydride in 50 ml of ether. The mixture was refluxed for 12 hours and the product recovered, giving 850 mg of 4-methyl-2-(3-thienyl)piperazine. The reactants are ON1C(C(C1)NC(=O)OCC1=CC=CC=C1)=O (N-hydroxy-3-(Cbz-amino)-2-azetidinone), O (water), TiCl3, [OH-].[Na+] (sodium hydroxide). The reagents and catalysts are [Cl-].[Cl-].[Cl-].[Ti+3] (titanium trichloride). Run in O1CCCC1 (tetrahydrofuran). Conditions: time 2 hour. Yields the product C(=O)(OCC1=CC=CC=C1)NC1C(NC1)=O (3-(Cbz-amino)-2-azetidinone). Yield: 62.7%. Reaction SMILES: O[N:2]1[CH2:5][CH:4]([NH:6][C:7]([O:9][CH2:10][C:11]2[CH:16]=[CH:15][CH:14]=[CH:13][CH:12]=2)=[O:8])[C:3]1=[O:17].O.[OH-].[Na+]>O1CCCC1.[Cl-].[Cl-].[Cl-].[Ti+3]>[C:7]([NH:6][CH:4]1[CH2:5][NH:2][C:3]1=[O:17])([O:9][CH2:10][C:11]1[CH:12]=[CH:13][CH:14]=[CH:15][CH:16]=1)=[O:8] |f:2.3,5.6.7.8|. Procedure: A solution of 118 mg (0.5 mmole) of N-hydroxy-3-(Cbz-amino)-2-azetidinone, prepared as described by Example 3, in 10 ml of tetrahydrofuran and 10 ml of water at pH 7 was added to a flask equipped with a magnetic stirrer, a buret, and a pH electrode. The solution was maintained under nitrogen and was treated with a solution of 0.8 ml of 20% titanium trichloride by dropwise addition from a syringe. The pH of the reaction mixture was maintained at 7.0 during the addition of the TiCl3 by the additio... Starting materials: CC(C)(CC=CC(=O)O)NC(=O)OC(C)(C)C, ClCCl, CCN=C=NCCCN(C)C, CCN(C(C)C)C(C)C, Cl, On1nnc2cccnc21, CNC(=O)C(Cc1ccccc1)N(C)C(=O)C(Cc1ccc(-c2ccccc2)cc1)NC. Product: CNC(=O)C(Cc1ccccc1)N(C)C(=O)C(Cc1ccc(-c2ccccc2)cc1)N(C)C(=O)C=CCC(C)(C)NC(=O)OC(C)(C)C. Reaction SMILES: [C:1]([CH3:2])([CH3:3])([CH3:4])[O:5][C:6](=[O:7])[NH:8][C:9]([CH2:10][CH:11]=[CH:12][C:13](=[O:14])[OH:15])([CH3:16])[CH3:17].[CH2:81]([Cl:82])[Cl:83].[CH3:29][N:30]([CH3:31])[CH2:32][CH2:33][CH2:34][N:35]=[C:36]=[N:37][CH2:38][CH3:39].[CH:72]([N:73]([CH:74]([CH3:75])[CH3:76])[CH2:77][CH3:78])([CH3:79])[CH3:80].[ClH:28].[OH:18][n:19]1[c:20]2[n:21][cH:22][cH:23][cH:24][c:25]2[n:26][n:27]1.[c:40]1(-[c:66]2[cH:67][cH:68][cH:69][cH:70][cH:71]2)[cH:41][cH:42][c:43]([CH2:46][CH:47]([C:48](=[O:49])[N:50]([CH:51]([CH2:52][c:53]2[cH:54][cH:55][cH:56][cH:57][cH:58]2)[C:59]([NH:60][CH3:61])=[O:62])[CH3:63])[NH:64][CH3:65])[cH:44][cH:45]1>>[C:1]([CH3:2])([CH3:3])([CH3:4])[O:5][C:6](=[O:7])[NH:8][C:9]([CH2:10][CH:11]=[CH:12][C:13](=[O:15])[N:64]([CH:47]([CH2:46][c:43]1[cH:42][cH:41][c:40](-[c:66]2[cH:67][cH:68][cH:69][cH:70][cH:71]2)[cH:45][cH:44]1)[C:48](=[O:49])[N:50]([CH:51]([CH2:52][c:53]1[cH:54][cH:55][cH:56][cH:57][cH:58]1)[C:59]([NH:60][CH3:61])=[O:62])[CH3:63])[CH3:65])([CH3:16])[CH3:17]. Reactants: BrC=1C=NC=CC1 (3-bromopyridine), C(#C)[C@@]1(C[C@@H]2CC[C@H]3[C@@H]4CC[C@H](C(C)=O)[C@]4(CC[C@@H]3[C@]2(CC1)C)C)O (3β-ethynyl-3α-hydroxy-5α-pregnan-20-one). Reaction conditions: temperature 23 celsius, time 45 minute. Yields the product O[C@]1(C[C@H]2CC[C@H]3[C@@H]4CC[C@H](C(C)=O)[C@]4(CC[C@@H]3[C@]2(CC1)C)C)C#CC=1C=NC=CC1 (3α-hydroxy-3β-(3-pyridyl)ethynyl-5β-pregnan-20-one). Yield: 16.2%. Reaction SMILES: Br[C:2]1[CH:3]=[N:4][CH:5]=[CH:6][CH:7]=1.[C:8]([C@@:10]1([OH:32])[CH2:29][CH2:28][C@@:27]2([CH3:30])[C@@H:12]([CH2:13][CH2:14][C@@H:15]3[C@@H:26]2[CH2:25][CH2:24][C@@:23]2([CH3:31])[C@H:16]3[CH2:17][CH2:18][C@@H:19]2[C:20](=[O:22])[CH3:21])[CH2:11]1)#[CH:9]>>[OH:32][C@:10]1([C:8]#[C:9][C:2]2[CH:3]=[N:4][CH:5]=[CH:6][CH:7]=2)[CH2:29][CH2:28][C@@:27]2([CH3:30])[C@H:12]([CH2:13][CH2:14][C@@H:15]3[C@@H:26]2[CH2:25][CH2:24][C@@:23]2([CH3:31])[C@H:16]3[CH2:17][CH2:18][C@@H:19]2[C:20](=[O:22])[CH3:21])[CH2:11]1. Procedure details: A solution of 3-bromopyridine (70 mg, 0.44 mmol), 3β-ethynyl-3α-hydroxy-5α-pregnan-20-one (150 mg, 0.44 mmol) in dry degassed diethylamine (1 mL) was stirred under-argon at 23° C. Bis(triphenyl-phosphine)palladium chloride (10 mg) and CuI (5 mg) were added and the mixture was stirred at this temp. for 45 min. CH2Cl2 (4 mL) was added and the mixture was stirred at 23° C. for 1.5 hr. TLC showed 100% conversion of the starting material, hence, the solvent was removed and the residue was purified by...